From a dataset of the Open Reaction Database (ORD), a public repository of structured organic reaction records. describe an organic reaction: reactants, conditions, products, and yield Reactants: [H-].[Na+] (sodium hydride), BrCCCCCBr (1,5-dibromopentane), [H][H] (hydrogen), C1(=CC=CC=C1)OC (anisole), C(C)(C)(C)C=1C=C(C=C(C1O)C(C)(C)C)N(CCCNC(=O)OC(C)(C)C)C(=O)OC(C)(C)C (1-[(3,5-di-t-butyl-4-hydroxyphenyl)]-1,5-bis(t-butyloxycarbonyl)-1,5-diazapentane). Solvent: CN(C=O)C (dimethylformamide), CN(C=O)C (dimethylformamide), CN(C=O)C (dimethylformamide). Run at temperature 0 celsius, time 8 hour. Product: C(C)(C)(C)C=1C=C(C=C(C1O)C(C)(C)C)N(CCCN(CCCCCN(CCCN(C(=O)OC(C)(C)C)C1=CC(=C(C(=C1)C(C)(C)C)O)C(C)(C)C)C(=O)OC(C)(C)C)C(=O)OC(C)(C)C)C(=O)OC(C)(C)C (1,15-Bis[(3,5-di-t-butyl-4-hydroxyphenyl)]-1,5,11,15-tetra(t-butyloxycarbonyl)-1,5,11,15-tetraazapentadecane). As a reaction SMILES: [H-].[Na+].[C:3]1([O:9]C)[CH:8]=[CH:7][CH:6]=[CH:5][CH:4]=1.[C:11]([C:15]1[CH:16]=[C:17]([N:26]([C:38]([O:40][C:41]([CH3:44])([CH3:43])[CH3:42])=[O:39])[CH2:27][CH2:28][CH2:29][NH:30][C:31]([O:33][C:34]([CH3:37])([CH3:36])[CH3:35])=[O:32])[CH:18]=[C:19]([C:22]([CH3:25])([CH3:24])[CH3:23])[C:20]=1[OH:21])([CH3:14])([CH3:13])[CH3:12].[H][H].Br[CH2:48][CH2:49][CH2:50][CH2:51][CH2:52]Br>CN(C)C=O>[C:22]([C:19]1[CH:18]=[C:17]([N:26]([C:38]([O:40][C:41]([CH3:44])([CH3:43])[CH3:42])=[O:39])[CH2:27][CH2:28][CH2:29][N:30]([C:31]([O:33][C:34]([CH3:37])([CH3:36])[CH3:35])=[O:32])[CH2:48][CH2:49][CH2:50][CH2:51][CH2:52][N:30]([C:31]([O:33][C:34]([CH3:37])([CH3:36])[CH3:35])=[O:32])[CH2:29][CH2:28][CH2:27][N:26]([C:6]2[CH:5]=[C:4]([C:11]([CH3:12])([CH3:13])[CH3:14])[C:3]([OH:9])=[C:8]([C:19]([CH3:18])([CH3:20])[CH3:22])[CH:7]=2)[C:38]([O:40][C:41]([CH3:44])([CH3:43])[CH3:42])=[O:39])[CH:16]=[C:15]([C:11]([CH3:12])([CH3:13])[CH3:14])[C:20]=1[OH:21])([CH3:24])([CH3:25])[CH3:23] |f:0.1|. Procedure details: Suspend sodium hydride (48 mg, 2 mmol) and anisole (215 mg, 2 mmol) in anhydrous dimethylformamide (2 mL), cool to 0° C. and place under a nitrogen atmosphere. Add, by dropwise addition, a solution 1-[(3,5-di-t-butyl-4-hydroxyphenyl)]-1,5-bis(t-butyloxycarbonyl)-1,5-diazapentane (1.91 g, 4 mmol) in dimethylformamide (2 mL). Stir until evolution of hydrogen ceases. Add, by dropwise addition, a solution of 1,5-dibromopentane (230 mg, 1 mmol) in dimethylformamide (2 mL). Stir overnight at room temp... Reactants: C1(=CC=CC=C1)[Li] (phenyllithium), benzene-ether, CC1=C(N=C(C(=N1)C)C)C (tetramethylpyrazine), C1(=CC=C(C=C1)C=O)C (p-tolualdehyde). Solvent: CCOCC (ether). Run at time 2 hour. Yields the product OC(CC1=NC(=C(N=C1C)C)C)C1=CC=C(C=C1)C (2-(2-Hydroxy-2-p-methylphenylethyl)-3,5,6-trimethylpyrazine). The yield is 41.7%. Reaction SMILES: C1([Li])C=CC=CC=1.[CH3:8][C:9]1[N:14]=[C:13]([CH3:15])[C:12]([CH3:16])=[N:11][C:10]=1[CH3:17].[C:18]1([CH3:26])[CH:23]=[CH:22][C:21]([CH:24]=[O:25])=[CH:20][CH:19]=1>CCOCC>[OH:25][CH:24]([C:21]1[CH:22]=[CH:23][C:18]([CH3:26])=[CH:19][CH:20]=1)[CH2:17][C:10]1[C:9]([CH3:8])=[N:14][C:13]([CH3:15])=[C:12]([CH3:16])[N:11]=1. Reported procedure: To a solution of phenyllithium in 150 milliliters 7:3 benzene-ether (0.1 mole) at 0° C. was slowly added a solution of 13.6 grams of tetramethylpyrazine (0.1 mole). The mixture was stirred at room temperature for 2 hours and heated under reflux for 1.5 hours. The mixture was cooled to 0° C., and a solution of 12.0 grams of p-tolualdehyde (0.1 mole) in 50 milliliters of ether was added dropwise. The reaction mixture was stirred at room temperature for 1 hour and then treated in the manner of Exam... The reactants are CCc1cc(Br)ccc1N1CCN(S(=O)(=O)c2ccc(C)cc2)CC1, CC(=O)[O-], CC(=O)[O-], CB(O)O, COc1cccc(OC)c1-c1ccccc1P(C1CCCCC1)C1CCCCC1, [F-], [K+], C1CCOC1, O, [Pd+2]. Yields the product CCc1cc(C)ccc1N1CCN(S(=O)(=O)c2ccc(C)cc2)CC1. RXN SMILES: [Br:1][c:2]1[cH:3][c:4]([CH2:24][CH3:25])[c:5]([N:8]2[CH2:9][CH2:10][N:11]([S:14](=[O:15])(=[O:16])[c:17]3[cH:18][cH:19][c:20]([CH3:23])[cH:21][cH:22]3)[CH2:12][CH2:13]2)[cH:6][cH:7]1.[C:61]([O-:62])(=[O:63])[CH3:64].[C:66]([O-:67])(=[O:68])[CH3:69].[CH3:26][B:27]([OH:28])[OH:29].[CH:30]1([P:31]([CH:32]2[CH2:33][CH2:34][CH2:35][CH2:36][CH2:37]2)[c:38]2[cH:39][cH:40][cH:41][cH:42][c:43]2-[c:44]2[c:45]([O:46][CH3:47])[cH:48][cH:49][cH:50][c:51]2[O:52][CH3:53])[CH2:54][CH2:55][CH2:56][CH2:57][CH2:58]1.[F-:59].[K+:60].[O:71]1[CH2:72][CH2:73][CH2:74][CH2:75]1.[OH2:70].[Pd+2:65]>>[c:2]1([CH3:26])[cH:3][c:4]([CH2:24][CH3:25])[c:5]([N:8]2[CH2:9][CH2:10][N:11]([S:14](=[O:15])(=[O:16])[c:17]3[cH:18][cH:19][c:20]([CH3:23])[cH:21][cH:22]3)[CH2:12][CH2:13]2)[cH:6][cH:7]1.